describe an organic reaction: reactants, conditions, products, and yield From a dataset of the Open Reaction Database (ORD), a public repository of structured organic reaction records. The reactants are CC(C)(C)c1ccc(B(O)O)cc1, COC(=O)c1cc(Cl)cc2c1NC(c1cccc(Br)c1)C(C)(C)C2, [Na+], [Na+], O=C([O-])[O-], C1COCCO1, O, c1ccc(P(c2ccccc2)(c2ccccc2)[Pd](P(c2ccccc2)(c2ccccc2)c2ccccc2)(P(c2ccccc2)(c2ccccc2)c2ccccc2)P(c2ccccc2)(c2ccccc2)c2ccccc2)cc1. Yields the product COC(=O)c1cc(Cl)cc2c1NC(c1cccc(-c3ccc(C(C)(C)C)cc3)c1)C(C)(C)C2. RXN SMILES: [C:25]([CH3:26])([CH3:27])([CH3:28])[c:29]1[cH:30][cH:31][c:32]([B:35]([OH:36])[OH:37])[cH:33][cH:34]1.[CH3:1][O:2][C:3](=[O:4])[c:5]1[cH:6][c:7]([Cl:24])[cH:8][c:9]2[c:14]1[NH:13][CH:12]([c:15]1[cH:16][c:17]([Br:21])[cH:18][cH:19][cH:20]1)[C:11]([CH3:22])([CH3:23])[CH2:10]2.[Na+:38].[Na+:39].[O-:40][C:41](=[O:42])[O-:43].[O:44]1[CH2:45][CH2:46][O:47][CH2:48][CH2:49]1.[OH2:50].[cH:51]1[cH:52][cH:53][c:54]([P:55]([Pd:56]([P:57]([c:58]2[cH:59][cH:60][cH:61][cH:62][cH:63]2)([c:64]2[cH:65][cH:66][cH:67][cH:68][cH:69]2)[c:70]2[cH:71][cH:72][cH:73][cH:74][cH:75]2)([P:76]([c:77]2[cH:78][cH:79][cH:80][cH:81][cH:82]2)([c:83]2[cH:84][cH:85][cH:86][cH:87][cH:88]2)[c:89]2[cH:90][cH:91][cH:92][cH:93][cH:94]2)[P:95]([c:96]2[cH:97][cH:98][cH:99][cH:100][cH:101]2)([c:102]2[cH:103][cH:104][cH:105][cH:106][cH:107]2)[c:108]2[cH:109][cH:110][cH:111][cH:112][cH:113]2)([c:114]2[cH:115][cH:116][cH:117][cH:118][cH:119]2)[c:120]2[cH:121][cH:122][cH:123][cH:124][cH:125]2)[cH:126][cH:127]1>>[CH3:1][O:2][C:3](=[O:4])[c:5]1[cH:6][c:7]([Cl:24])[cH:8][c:9]2[c:14]1[NH:13][CH:12]([c:15]1[cH:16][c:17](-[c:32]3[cH:31][cH:30][c:29]([C:25]([CH3:26])([CH3:27])[CH3:28])[cH:34][cH:33]3)[cH:18][cH:19][cH:20]1)[C:11]([CH3:22])([CH3:23])[CH2:10]2. The reactants are CC(=O)OC(C)=O, Cc1cc(C(=O)NCO)ncc1C(c1cc(F)ccc1F)S(=O)(=O)c1ccc(F)cc1, c1ccncc1. The product is CC(=O)OCNC(=O)c1cc(C)c(C(c2cc(F)ccc2F)S(=O)(=O)c2ccc(F)cc2)cn1. Reaction SMILES: [CH3:32][C:33](=[O:34])[O:35][C:36](=[O:37])[CH3:38].[F:1][c:2]1[c:3]([CH:9]([c:10]2[c:11]([CH3:21])[cH:12][c:13]([C:16](=[O:17])[NH:18][CH2:19][OH:20])[n:14][cH:15]2)[S:22](=[O:23])(=[O:24])[c:25]2[cH:26][cH:27][c:28]([F:31])[cH:29][cH:30]2)[cH:4][c:5]([F:8])[cH:6][cH:7]1.[cH:39]1[cH:40][cH:41][n:42][cH:43][cH:44]1>>[F:1][c:2]1[c:3]([CH:9]([c:10]2[c:11]([CH3:21])[cH:12][c:13]([C:16](=[O:17])[NH:18][CH2:19][O:20][C:33]([CH3:32])=[O:34])[n:14][cH:15]2)[S:22](=[O:23])(=[O:24])[c:25]2[cH:26][cH:27][c:28]([F:31])[cH:29][cH:30]2)[cH:4][c:5]([F:8])[cH:6][cH:7]1. The reactants are O=Cc1ccc(OCc2ccccc2)cc1, ONC1CCCC1, ClC(Cl)Cl. The product is [O-][N+](=Cc1ccc(OCc2ccccc2)cc1)C1CCCC1. RXN SMILES: [CH2:1]([c:2]1[cH:3][cH:4][cH:5][cH:6][cH:7]1)[O:8][c:9]1[cH:10][cH:11][c:12]([CH:13]=[O:14])[cH:15][cH:16]1.[CH:17]1([NH:22][OH:23])[CH2:18][CH2:19][CH2:20][CH2:21]1.[CH:24]([Cl:25])([Cl:26])[Cl:27]>>[CH2:1]([c:2]1[cH:3][cH:4][cH:5][cH:6][cH:7]1)[O:8][c:9]1[cH:10][cH:11][c:12]([CH:13]=[N+:22]([CH:17]2[CH2:18][CH2:19][CH2:20][CH2:21]2)[O-:23])[cH:15][cH:16]1. Starting materials: C(C=C)OC=1C(=C(C(=O)OCC[Si](C)(C)C)C=CC1)C (2-(Trimethylsilyl)ethyl 3-(allyloxy)-2-methylbenzoate), CN1C(CCC1)=O (1-methylpyrrolidine-2-one). Conditions: temperature 220 celsius. Product: C(C=C)C1=C(C(=C(C(=O)OCC[Si](C)(C)C)C=C1)C)O (2-(trimethylsilyl)ethyl 4-allyl-3-hydroxy-2-methylbenzoate). Reaction SMILES: C([O:4][C:5]1[C:6]([CH3:20])=[C:7]([CH:17]=[CH:18][CH:19]=1)[C:8]([O:10][CH2:11][CH2:12][Si:13]([CH3:16])([CH3:15])[CH3:14])=[O:9])C=C.CN1C[CH2:25][CH2:24][C:23]1=O>>[CH2:25]([C:19]1[CH:18]=[CH:17][C:7]([C:8]([O:10][CH2:11][CH2:12][Si:13]([CH3:14])([CH3:15])[CH3:16])=[O:9])=[C:6]([CH3:20])[C:5]=1[OH:4])[CH:24]=[CH2:23]. Reported procedure: 2-(Trimethylsilyl)ethyl 3-(allyloxy)-2-methylbenzoate (500 mg, 1.70 mmol) was dissolved in 1-methylpyrrolidine-2-one (1 ml) in a microwave vial, closed with a cap and subjected to microwave irradiation (CEM discover) with stirring at 220° C., maximum pressure 300 psi, run time 5 min, hold time 15 min. LCMS showed 3 peaks including a major peak with the expected product mass. After cooling, the crude mixture was directly loaded on a silica gel column (12 g) and purified using an ISCO system (hexa... Reactants: CCO, CC(=O)Nc1c(Cl)cc(Br)c(C)c1Cl, [Na+], [OH-], O. The product is Cc1c(Br)cc(Cl)c(N)c1Cl. RXN SMILES: [CH3:15][CH2:16][OH:17].[Cl:1][c:2]1[c:3]([NH:11][C:12](=[O:13])[CH3:14])[c:4]([Cl:10])[cH:5][c:6]([Br:9])[c:7]1[CH3:8].[Na+:19].[OH-:18].[OH2:20]>>[Cl:1][c:2]1[c:3]([NH2:11])[c:4]([Cl:10])[cH:5][c:6]([Br:9])[c:7]1[CH3:8]. Reactants: COC(=O)C=1C(=C2C=C(C(N(C2=CN1)CC1=CC=CC=C1)=O)C1=C(C=CC(=C1)F)OC)O (1-benzyl-3-(5-fluoro-2-methoxy-phenyl)-5-hydroxy-2-oxo-1,2-dihydro-[1,7]naphthyridine-6-carboxylic acid methyl ester), NCCC(=O)O (β-alanine), C[O-].[Na+] (NaOMe). The product is C(C1=CC=CC=C1)N1C(=C(C2=CC(C(NC2=C1)=O)C1=C(C=CC(=C1)F)OC)O)C(=O)NCCC(=O)O (3-{[7-Benzyl-3-(5-fluoro-2-methoxy-phenyl)-5-hydroxy-2-oxo-1,2-dihydro-[1,7]naphthyridine-6-carbonyl]-amino}-propionic acid). The yield is 150.3%. Reaction SMILES: CO[C:3]([C:5]1[C:6]([OH:32])=[C:7]2[C:12](=[CH:13][N:14]=1)[N:11](CC1C=CC=CC=1)[C:10](=[O:22])[C:9]([C:23]1[CH:28]=[C:27]([F:29])[CH:26]=[CH:25][C:24]=1[O:30][CH3:31])=[CH:8]2)=[O:4].[NH2:33][CH2:34][CH2:35][C:36]([OH:38])=[O:37].C[O-].[Na+]>>[CH2:9]([N:14]1[CH:13]=[C:12]2[C:7](=[CH:8][CH:9]([C:23]3[CH:28]=[C:27]([F:29])[CH:26]=[CH:25][C:24]=3[O:30][CH3:31])[C:10](=[O:22])[NH:11]2)[C:6]([OH:32])=[C:5]1[C:3]([NH:33][CH2:34][CH2:35][C:36]([OH:38])=[O:37])=[O:4])[C:23]1[CH:28]=[CH:27][CH:26]=[CH:25][CH:24]=1 |f:2.3|. Procedure: A mixture of 1-benzyl-3-(5-fluoro-2-methoxy-phenyl)-5-hydroxy-2-oxo-1,2-dihydro-[1,7]naphthyridine-6-carboxylic acid methyl ester (27 mg, 0.062 mmol), β-alanine (737 mg, 8.3 mmol) and NaOMe solution (12 mL, 6.2 mmol, 0.5 M in MeOH) was refluxed for 16 h. After the mixture was cooled to r.t., the solvent was evaporated in vacuo. The residue was partitioned between EtOAc and water. 1 M HCl was added with vigorous stirring until pH was about 2. The organic layer was washed with brine, dried over Mg... Reactants: C(C)(=O)O (acetic acid), S(O)(O)(=O)=O (sulfuric acid), C1(CC1)N1C=C(C(C2=CC(=C(C(=C12)OC(F)F)F)F)=O)C(=O)OCC (ethyl 1-cyclopropyl-8-difluoromethoxy-6,7-difluoro-1,4-dihydro-4-oxoquinoline-3-carboxylate), ( XX ), ice water. Run in O (water). Product: C1(CC1)N1C=C(C(C2=CC(=C(C(=C12)OC(F)F)F)F)=O)C(=O)O (1-cyclopropyl-8-difluoromethoxy-6,7-difluoro-1,4-dihydro-4-oxoquinoline-3-carboxylic acid). Yield: 84.4%. As a reaction SMILES: C(O)(=O)C.S(=O)(=O)(O)O.[CH:10]1([N:13]2[C:22]3[C:17](=[CH:18][C:19]([F:28])=[C:20]([F:27])[C:21]=3[O:23][CH:24]([F:26])[F:25])[C:16](=[O:29])[C:15]([C:30]([O:32]CC)=[O:31])=[CH:14]2)[CH2:12][CH2:11]1>O>[CH:10]1([N:13]2[C:22]3[C:17](=[CH:18][C:19]([F:28])=[C:20]([F:27])[C:21]=3[O:23][CH:24]([F:25])[F:26])[C:16](=[O:29])[C:15]([C:30]([OH:32])=[O:31])=[CH:14]2)[CH2:11][CH2:12]1. Procedure: 9 ml of acetic acid, 1.2 ml of concentrated sulfuric acid and 7 ml of water were added to 1.40 g (0.0039 moles) of ethyl 1-cyclopropyl-8-difluoromethoxy-6,7-difluoro-1,4-dihydro-4-oxoquinoline-3-carboxylate [(XX), R1 =--OCHF2, R3' =H, R17 =, C2H5, X=F] (prepared as described in Preparation 6), and the mixture was heated under reflux for 1 hour. At the end of this time, it was cooled to room temperature and poured into ice-water. The precipitated crystals were collected by filtration and washed w... Reactants: 417a, hexanes, COCC(C)=O (methoxyacetone), BrC1=C(C=CC=C1)O (2-bromophenol), C(CCC)[Li] (n-butyllithium). Product: OC(COC)(C)C1=C(C=CC=C1)O (2-(2-hydroxy-1-methoxypropan-2-yl)phenol). Reaction SMILES: Br[C:2]1[CH:7]=[CH:6][CH:5]=[CH:4][C:3]=1[OH:8].C([Li])CCC.[CH3:14][O:15][CH2:16][C:17](=[O:19])[CH3:18]>>[OH:19][C:17]([C:2]1[CH:7]=[CH:6][CH:5]=[CH:4][C:3]=1[OH:8])([CH3:18])[CH2:16][O:15][CH3:14]. Procedure: 2-(2-hydroxy-1-methoxypropan-2-yl)phenol was prepared according to the procedure described for 417a using 2-bromophenol (400 μL, 3.4 mmol), n-butyllithium in hexanes (1.6 M, 5.0 mL, 7.9 mmol) and methoxyacetone (412 uL, 4.48 mmol). 1H NMR (400 MHz, CDCl3) δppm 1.64 (s, 3H), 3.45 (d, J=9.3 Hz, 1H), 3.47 (s, 3H), 3.77 (d, J=9.3 Hz, 1H), 6.85 (m, 1H), 6.90 (m, 1H), 7.04 (m, 1H), 7.20 (m, 1H), 9.22 (s, 1H). The reactants are O=C1c2ccc(C3CC3)cc2CCN1c1cccc(Br)c1CO, Cn1c(Nc2ccc(C(=O)N3CCOCC3)cc2)cc(B2OC(C)(C)C(C)(C)O2)cc1=O, CC(C)c1cc(C(C)C)c(-c2ccccc2P(C2CCCCC2)C2CCCCC2)c(C(C)C)c1, C1COCCO1, O. The product is Cn1c(Nc2ccc(C(=O)N3CCOCC3)cc2)cc(-c2cccc(N3CCc4cc(C5CC5)ccc4C3=O)c2CO)cc1=O. RXN SMILES: [Br:1][c:2]1[c:3]([CH2:22][OH:23])[c:4]([N:8]2[C:9](=[O:21])[c:10]3[cH:11][cH:12][c:13]([CH:18]4[CH2:19][CH2:20]4)[cH:14][c:15]3[CH2:16][CH2:17]2)[cH:5][cH:6][cH:7]1.[CH3:24][n:25]1[c:26](=[O:55])[cH:27][c:28]([B:46]2[O:47][C:48]([CH3:49])([CH3:50])[C:51]([CH3:52])([CH3:53])[O:54]2)[cH:29][c:30]1[NH:31][c:32]1[cH:33][cH:34][c:35]([C:38](=[O:39])[N:40]2[CH2:41][CH2:42][O:43][CH2:44][CH2:45]2)[cH:36][cH:37]1.[CH:56]1([P:57]([CH:58]2[CH2:59][CH2:60][CH2:61][CH2:62][CH2:63]2)[c:64]2[cH:65][cH:66][cH:67][cH:68][c:69]2-[c:70]2[c:71]([CH:72]([CH3:73])[CH3:74])[cH:75][c:76]([CH:77]([CH3:78])[CH3:79])[cH:80][c:81]2[CH:82]([CH3:83])[CH3:84])[CH2:85][CH2:86][CH2:87][CH2:88][CH2:89]1.[O:90]1[CH2:91][CH2:92][O:93][CH2:94][CH2:95]1.[OH2:96]>>[c:2]1(-[c:28]2[cH:27][c:26](=[O:55])[n:25]([CH3:24])[c:30]([NH:31][c:32]3[cH:33][cH:34][c:35]([C:38](=[O:39])[N:40]4[CH2:41][CH2:42][O:43][CH2:44][CH2:45]4)[cH:36][cH:37]3)[cH:29]2)[c:3]([CH2:22][OH:23])[c:4]([N:8]2[C:9](=[O:21])[c:10]3[cH:11][cH:12][c:13]([CH:18]4[CH2:19][CH2:20]4)[cH:14][c:15]3[CH2:16][CH2:17]2)[cH:5][cH:6][cH:7]1. The product is CC(=O)OC1CC2=CC(OC(=O)N(C)C)C3C4CCC(C(C)C5OCC(C)(C)CO5)C4(C)CCC3C2(C)C2OC12. Reactants: CC(=O)OC1CC2=CC(O)C3C4CCC(C(C)C5OCC(C)(C)CO5)C4(C)CCC3C2(C)C2OC12, CCOC(C)=O, ClCCl, CN(C)C(=O)Cl, Cc1ccccc1, CN(C)c1ccncc1, CCCCCC, c1ccncc1. Reaction SMILES: [C:1]([CH3:2])(=[O:3])[O:4][CH:5]1[CH2:6][C:7]2=[CH:8][CH:9]([OH:35])[CH:10]3[CH:11]4[CH2:12][CH2:13][CH:14]([CH:15]([CH3:16])[CH:17]5[O:18][CH2:19][C:20]([CH3:23])([CH3:24])[CH2:21][O:22]5)[C:25]4([CH3:34])[CH2:26][CH2:27][CH:28]3[C:29]2([CH3:33])[CH:30]2[CH:31]1[O:32]2.[C:73]([O:74][CH2:75][CH3:76])(=[O:77])[CH3:78].[CH2:64]([Cl:65])[Cl:66].[CH3:42][N:43]([C:44](=[O:45])[Cl:46])[CH3:47].[CH3:48][c:49]1[cH:50][cH:51][cH:52][cH:53][cH:54]1.[CH3:55][N:56]([CH3:57])[c:58]1[cH:59][cH:60][n:61][cH:62][cH:63]1.[CH3:67][CH2:68][CH2:69][CH2:70][CH2:71][CH3:72].[cH:36]1[cH:37][cH:38][n:39][cH:40][cH:41]1>>[C:1]([CH3:2])(=[O:3])[O:4][CH:5]1[CH2:6][C:7]2=[CH:8][CH:9]([O:35][C:44]([N:43]([CH3:42])[CH3:47])=[O:45])[CH:10]3[CH:11]4[CH2:12][CH2:13][CH:14]([CH:15]([CH3:16])[CH:17]5[O:18][CH2:19][C:20]([CH3:23])([CH3:24])[CH2:21][O:22]5)[C:25]4([CH3:34])[CH2:26][CH2:27][CH:28]3[C:29]2([CH3:33])[CH:30]2[CH:31]1[O:32]2.